This data is from the Open Reaction Database (ORD), a public repository of structured organic reaction records. The task is: describe an organic reaction: reactants, conditions, products, and yield The reactants are BrC1=CC=CC(=N1)C(=O)OC (methyl 6-bromopicolinate), N1N=CC=C1 (1H-pyrazole), CN[C@H]1[C@@H](CCCC1)NC (trans-N,N′-dimethylcyclohexane-1,2-diamine), C(=O)([O-])[O-].[K+].[K+] (K2CO3). Reagents/catalysts: [Cu]I (CuI). Run in C1(=CC=CC=C1)C (toluene), O (water). Product: N1(N=CC=C1)C1=CC=CC(=N1)C(=O)OC (methyl 6-(1H-pyrazol-1-yl)picolinate). As a reaction SMILES: Br[C:2]1[N:7]=[C:6]([C:8]([O:10][CH3:11])=[O:9])[CH:5]=[CH:4][CH:3]=1.[NH:12]1[CH:16]=[CH:15][CH:14]=[N:13]1.CN[C@@H]1CCCC[C@H]1NC.C([O-])([O-])=O.[K+].[K+]>C1(C)C=CC=CC=1.[Cu]I.O>[N:12]1([C:2]2[N:7]=[C:6]([C:8]([O:10][CH3:11])=[O:9])[CH:5]=[CH:4][CH:3]=2)[CH:16]=[CH:15][CH:14]=[N:13]1 |f:3.4.5|. Procedure details: A mixture of commercially available methyl 6-bromopicolinate (1.000 g; 4.62 mmol), 1H-pyrazole (315 mg; 4.62 mmol), trans-N,N′-dimethylcyclohexane-1,2-diamine (135 mg; 0.92 mmol), K2CO3 (1.370 g; 9.72 mmol), and CuI (44 mg; 0.23 mmol) in anh. toluene (15 ml) was heated at reflux for 17 h. After cooling to rt, water was added, and the mixture was extracted with AcOEt. The mixed organic layers were dried over anh. MgSO4, filtered, and concentrated to dryness under reduced pressure. Purification by...